This data is from the Open Reaction Database (ORD), a public repository of structured organic reaction records. The task is: describe an organic reaction: reactants, conditions, products, and yield Starting materials: C(C)(C)(C)OC(=O)N1C(=NC2=C1C=CC(=C2)Cl)C2=C(C=CC(=C2)N2CCC(CC2)C(=O)OCC)F (5-Chloro-2-[5-(4-ethoxycarbonyl-piperidin-1-yl)-2-fluoro-phenyl]-benzoimidazole-1-carboxylic acid tert-butyl ester). Product: Cl.ClC1=CC2=C(NC(=N2)C=2C=C(C=CC2F)N2CCC(CC2)C(=O)O)C=C1 (1-[3-(5-Chloro-1H-benzoimidazol-2-yl)-4-fluoro-phenyl]piperidine-4-carboxylic acid hydrochloride). Procedure details: Method 10—Step b A mixture of 5-Chloro-2-[5-(4-ethoxycarbonyl-piperidin-1-yl)-2-fluoro-phenyl]-benzoimidazole-1-carboxylic acid tert-butyl ester (0.30 g, 0.60 mmol) in 6N HCl (10 mL) was heated in microwave at 120° C. for 15 minutes, two cycles were needed. Solvent was removed under vacuum, then the solid was filtered and washed with diethyl ether and dried to obtain 0.17 g of the title compound (70%). Reaction conditions: temperature 120 celsius. RXN SMILES: C(OC([N:8]1[C:12]2[CH:13]=[CH:14][C:15]([Cl:17])=[CH:16][C:11]=2[N:10]=[C:9]1[C:18]1[CH:23]=[C:22]([N:24]2[CH2:29][CH2:28][CH:27]([C:30]([O:32]CC)=[O:31])[CH2:26][CH2:25]2)[CH:21]=[CH:20][C:19]=1[F:35])=O)(C)(C)C>Cl>[ClH:17].[Cl:17][C:15]1[CH:14]=[CH:13][C:12]2[NH:8][C:9]([C:18]3[CH:23]=[C:22]([N:24]4[CH2:25][CH2:26][CH:27]([C:30]([OH:32])=[O:31])[CH2:28][CH2:29]4)[CH:21]=[CH:20][C:19]=3[F:35])=[N:10][C:11]=2[CH:16]=1 |f:2.3|. Isolated yield 138.1%. Run in Cl (HCl).